Dataset: the Open Reaction Database (ORD), a public repository of structured organic reaction records. Task: describe an organic reaction: reactants, conditions, products, and yield Reactants: N[C@@H](CCCCNC(OC(C)(C)C)=O)C(NCC1=NC=CC=C1)=O ((S)-tert-butyl 5-amino-6-oxo-6-(pyridin-2-ylmethyl-amino)hexylcarbamate), N1=CC=CC=2CCCC(C12)=O (6,7-dihydroquinolin-8(5H)-one), [BH4-].[Na+] (NaBH4). The solvent is C(=O)(O)[O-].[Na+] (NaHCO3), C(C)O (ethanol). Reaction conditions: temperature 150 celsius, time 1 hour. Yields the product O=C([C@H](CCCCNC(OC(C)(C)C)=O)NC1CCCC=2C=CC=NC12)NCC1=NC=CC=C1 (tert-butyl (S)-6-oxo-6-(pyridin-2-ylmethylamino)-5-(5,6,7,8-tetrahydroquinolin-8-ylamino)hexylcarbamate). As a reaction SMILES: [NH2:1][C@H:2]([C:15](=[O:24])[NH:16][CH2:17][C:18]1[CH:23]=[CH:22][CH:21]=[CH:20][N:19]=1)[CH2:3][CH2:4][CH2:5][CH2:6][NH:7][C:8](=[O:14])[O:9][C:10]([CH3:13])([CH3:12])[CH3:11].[N:25]1[C:34]2[C:33](=O)[CH2:32][CH2:31][CH2:30][C:29]=2[CH:28]=[CH:27][CH:26]=1.[BH4-].[Na+]>C(O)C.C([O-])(O)=O.[Na+]>[O:24]=[C:15]([NH:16][CH2:17][C:18]1[CH:23]=[CH:22][CH:21]=[CH:20][N:19]=1)[C@@H:2]([NH:1][CH:33]1[C:34]2[N:25]=[CH:26][CH:27]=[CH:28][C:29]=2[CH2:30][CH2:31][CH2:32]1)[CH2:3][CH2:4][CH2:5][CH2:6][NH:7][C:8](=[O:14])[O:9][C:10]([CH3:13])([CH3:12])[CH3:11] |f:2.3,5.6|. Procedure details: To a solution of (S)-tert-butyl 5-amino-6-oxo-6-(pyridin-2-ylmethyl-amino)hexylcarbamate, 28, (2.16 g, 6.43 mmol) in ethanol (14 mL) was added 6,7-dihydroquinolin-8(5H)-one (0.90 g, 6.12 mmol). The mixture was heated in microwave reactor at 150° C. for 13 min. After cooling the reaction to room temp., NaBH4 (0.46 g, 12.24 mmol) was added to the mixture. The reaction mixture was stirred at room temp for 1 h. The mixture was diluted with aqueous saturated NaHCO3, extracted twice with ethyl acetate... The reactants are CN1CCOCC1 (N-methylmorpholine), ClC1=CC=C(C=C1)/C=C/C=1C=C(C=CC1)N1N=C(C(=C1CC)C(=O)O)CC (1-{3-[(E)-2-(4-chloro-phenyl)-vinyl]-phenyl}-3,5-diethyl-1H-pyrazole-4-carboxylic acid), ClC1=CC=C(C=C1)/C=C/C=1C=C(C=CC1)N1N=C(C(=C1CC)C(=O)O)CC (1-{3-[(E)-2-(4-chloro-phenyl)-vinyl]-phenyl}-3,5-diethyl-1H-pyrazole-4-carboxylic acid), ClC1=NC(=NC(=N1)OC)OC (2-chloro-4,6-dimethoxy-[1,3,5]triazine), CN1CCC(CC1)CN1CCNCC1 (1-(1-methyl-piperidin-4-ylmethyl)-piperazine). The solvent is CC#N (MeCN), CC#N (MeCN). Reaction conditions: temperature 0 celsius, time 2 hour. Yields the product ClC1=CC=C(C=C1)/C=C/C=1C=C(C=CC1)N1N=C(C(=C1CC)C(=O)N1CCN(CC1)CC1CCN(CC1)C)CC ((1-{3-[(E)-2-(4-Chloro-phenyl)-vinyl]-phenyl}-3,5-diethyl-1H-pyrazol-4-yl)-[4-(1-methyl-piperidin-4-ylmethyl)-piperazin-1-yl]-methanone). As a reaction SMILES: [Cl:1][C:2]1[CH:7]=[CH:6][C:5](/[CH:8]=[CH:9]/[C:10]2[CH:11]=[C:12]([N:16]3[C:20]([CH2:21][CH3:22])=[C:19]([C:23](O)=[O:24])[C:18]([CH2:26][CH3:27])=[N:17]3)[CH:13]=[CH:14][CH:15]=2)=[CH:4][CH:3]=1.ClC1N=C(OC)N=C(OC)N=1.CN1CCOCC1.[CH3:46][N:47]1[CH2:52][CH2:51][CH:50]([CH2:53][N:54]2[CH2:59][CH2:58][NH:57][CH2:56][CH2:55]2)[CH2:49][CH2:48]1>CC#N>[Cl:1][C:2]1[CH:3]=[CH:4][C:5](/[CH:8]=[CH:9]/[C:10]2[CH:11]=[C:12]([N:16]3[C:20]([CH2:21][CH3:22])=[C:19]([C:23]([N:57]4[CH2:56][CH2:55][N:54]([CH2:53][CH:50]5[CH2:51][CH2:52][N:47]([CH3:46])[CH2:48][CH2:49]5)[CH2:59][CH2:58]4)=[O:24])[C:18]([CH2:26][CH3:27])=[N:17]3)[CH:13]=[CH:14][CH:15]=2)=[CH:6][CH:7]=1. Reported procedure: A solution of 0.40 g (1.10 mmol) of 1-{3-[(E)-2-(4-chloro-phenyl)-vinyl]-phenyl}-3,5-diethyl-1H-pyrazole-4-carboxylic acid (intermediate 1) and 0.18 g (1.1 mmol) of 2-chloro-4,6-dimethoxy-[1,3,5]triazine were dissolved in 10 ml of MeCN. The solution was then cooled down to 0° C. and 0.32 g=0.35 ml (3.2 mmol) of N-methylmorpholine was added drop by drop. After 2 hours stirring at 0° C., a solution of 0.21 g (1.1 mmol) 1-(1-methyl-piperidin-4-ylmethyl)-piperazine in 3 ml of MeCN was added drop by ... Yields the product CC(CCNC(=O)N1CCC(CC1)NC1=CC=C(C=C1)CCNC[C@@H](COC1=CC=C(C=C1)O)O)C (4-(4-[2-[(2S)-2-Hydroxy-3-(4-hydroxy-phenoxy)-propylamino]-ethyl}-phenylamino)-piperidine-carboxylic acid (3-methyl-butyl)-amide). The reactants are C(=O)O.NCCC1=CC=C(NC2CCN(CC2)C(=O)NCCC(C)C)C=C1 (4-[4-(2-Aminoethyl)anilino]-N-isopentyl-1-piperidinecarboxamide formate), C(C)(C)(C)[Si](C1=CC=CC=C1)(C1=CC=CC=C1)OC1=CC=C(C=C1)OCC1OC1 (tert-butyl-(4-oxiranylmethoxy-phenoxy)-diphenyl-silane). Run in C(Cl)(Cl)Cl.CO (chloroform methanol). Reaction SMILES: C(O)=O.[NH2:4][CH2:5][CH2:6][C:7]1[CH:27]=[CH:26][C:10]([NH:11][CH:12]2[CH2:17][CH2:16][N:15]([C:18]([NH:20][CH2:21][CH2:22][CH:23]([CH3:25])[CH3:24])=[O:19])[CH2:14][CH2:13]2)=[CH:9][CH:8]=1.C([Si]([O:45][C:46]1[CH:51]=[CH:50][C:49]([O:52][CH2:53][CH:54]2[CH2:56][O:55]2)=[CH:48][CH:47]=1)(C1C=CC=CC=1)C1C=CC=CC=1)(C)(C)C>C(Cl)(Cl)Cl.CO>[CH3:25][CH:23]([CH3:24])[CH2:22][CH2:21][NH:20][C:18]([N:15]1[CH2:16][CH2:17][CH:12]([NH:11][C:10]2[CH:9]=[CH:8][C:7]([CH2:6][CH2:5][NH:4][CH2:56][C@H:54]([OH:55])[CH2:53][O:52][C:49]3[CH:50]=[CH:51][C:46]([OH:45])=[CH:47][CH:48]=3)=[CH:27][CH:26]=2)[CH2:13][CH2:14]1)=[O:19] |f:0.1,3.4|. Yield: 24.8%. Procedure details: 4-[4-(2-Aminoethyl)anilino]-N-isopentyl-1-piperidinecarboxamide formate (0.40 g, 1.05 mmol) was reacted with tert-butyl-(4-oxiranylmethoxy-phenoxy)-diphenyl-silane (0.427 g, 1.05 mmol) according to Procedure G (eluant: 20:1 chloroform-methanol) to give the title compound (0.194 g, 0.26 mmol).